From a dataset of the Open Reaction Database (ORD), a public repository of structured organic reaction records. describe an organic reaction: reactants, conditions, products, and yield The reactants are FC1=C(C=CC=C1)N=C=O (2-fluorophenyl isocyanate), CN1CCCC2=CC=C(C=C12)O (1-methyl-1,2,3,4-tetrahydroquinolin-7-ol), [H-].[Na+] (sodium hydride). The solvent is CN(C=O)C (dimethylformamide), CN(C=O)C (DMF). Conditions: time 30 minute. The product is FC1=C(C=CC=C1)NC(OC1=CC=C2CCCN(C2=C1)C)=O (1-methyl-1,2,3,4-tetrahydroquinolin-7-yl 2-fluorophenylcarbamate). Reaction SMILES: [CH3:1][N:2]1[C:11]2[C:6](=[CH:7][CH:8]=[C:9]([OH:12])[CH:10]=2)[CH2:5][CH2:4][CH2:3]1.[H-].[Na+].[F:15][C:16]1[CH:21]=[CH:20][CH:19]=[CH:18][C:17]=1[N:22]=[C:23]=[O:24]>CN(C)C=O>[F:15][C:16]1[CH:21]=[CH:20][CH:19]=[CH:18][C:17]=1[NH:22][C:23](=[O:24])[O:12][C:9]1[CH:10]=[C:11]2[C:6]([CH2:5][CH2:4][CH2:3][N:2]2[CH3:1])=[CH:7][CH:8]=1 |f:1.2|. Procedure details: A solution of 1-methyl-1,2,3,4-tetrahydroquinolin-7-ol (500 mg, 2.09 mM) in dry dimethylformamide (DMF, 5 mL) was added to the stirred solution of sodium hydride in dry DMF at −10° C. during 5 minutes under nitrogen environment. The reaction mixture was stirred for 30 minutes. Then, 2-fluorophenyl isocyanate (352 mg/ml, 3.14 mM) was added to the stirring reaction mixture. The mixture was stirred further for 3 hours during which the temperature was allowed to reach the room temperature (37° C.). ... Reactants: CC(=O)O, O=C(O)c1cn(C2CC2)c2c(F)c(N3CC(CNC(=O)C(F)(F)F)C3)c(F)cc2c1=O, [Na+], [OH-]. Product: NCC1CN(c2c(F)cc3c(=O)c(C(=O)O)cn(C4CC4)c3c2F)C1. RXN SMILES: [CH3:32][C:33](=[O:34])[OH:35].[F:1][C:2]([F:3])([F:4])[C:30]([NH:5][CH2:6][CH:7]1[CH2:8][N:9]([c:11]2[c:12]([F:29])[cH:13][c:14]3[c:15](=[O:28])[c:16]([C:25](=[O:26])[OH:27])[cH:17][n:18]([CH:22]4[CH2:23][CH2:24]4)[c:19]3[c:20]2[F:21])[CH2:10]1)=[O:31].[Na+:37].[OH-:36]>>[NH2:5][CH2:6][CH:7]1[CH2:8][N:9]([c:11]2[c:12]([F:29])[cH:13][c:14]3[c:15](=[O:28])[c:16]([C:25](=[O:26])[OH:27])[cH:17][n:18]([CH:22]4[CH2:23][CH2:24]4)[c:19]3[c:20]2[F:21])[CH2:10]1.